From a dataset of the Open Reaction Database (ORD), a public repository of structured organic reaction records. describe an organic reaction: reactants, conditions, products, and yield Reactants: CCO, CC(C)(C)C(=O)On1nc(-c2ccc[nH]2)c2cc([N+](=O)[O-])ccc21. Product: CC(C)(C)C(=O)On1nc(-c2ccc[nH]2)c2cc(N)ccc21. RXN SMILES: [CH3:25][CH2:26][OH:27].[N+:1]([O-:2])(=[O:3])[c:4]1[cH:5][c:6]2[c:7](-[c:20]3[nH:21][cH:22][cH:23][cH:24]3)[n:8][n:9]([O:13][C:14]([C:15]([CH3:16])([CH3:17])[CH3:18])=[O:19])[c:10]2[cH:11][cH:12]1>>[NH2:1][c:4]1[cH:5][c:6]2[c:7](-[c:20]3[nH:21][cH:22][cH:23][cH:24]3)[n:8][n:9]([O:13][C:14]([C:15]([CH3:16])([CH3:17])[CH3:18])=[O:19])[c:10]2[cH:11][cH:12]1. The reactants are [BH3-]C#N, CC(=O)[O-], COc1cccc2c1CC(=O)CC2, CO, [NH4+], [Na+], O. Product: COc1cccc2c1CC(NC(C)=O)CC2. As a reaction SMILES: [C:14](#[N:15])[BH3-:16].[CH3:19][C:20]([O-:21])=[O:22].[CH3:1][O:2][c:3]1[cH:4][cH:5][cH:6][c:7]2[c:12]1[CH2:11][C:10](=[O:13])[CH2:9][CH2:8]2.[CH3:24][OH:25].[NH4+:18].[Na+:17].[OH2:23]>>[CH3:1][O:2][c:3]1[cH:4][cH:5][cH:6][c:7]2[c:12]1[CH2:11][CH:10]([NH:15][C:20]([CH3:19])=[O:22])[CH2:9][CH2:8]2. Starting materials: CCCCCCCCCCCCCCCCC(=O)O (C17:0), O=C[C@H](O)[C@@H](O)[C@H](O)[C@H](O)CO (dextrose), CCCCCCCCCCCCCCCCCCCC(=O)O (C20:0), fatty acids, C16:1, CCCCCCCCCCCCCCC(=O)O (C15:0), CCCCCCCCCCCCCCCCCC(=O)O (C18:0), CCCCCCCCCCCCCCCC(=O)O (C16:0), CCCCCCCCCCCCCC(=O)O (C14:0), CCCCCCCCCCCC(=O)O (C12:0). The product is CCCCCCCC/C=C\CCCCCCCC(=O)O (C18:1), CCCCC/C=C\C/C=C\CCCCCCCC(=O)O (C18:2), CCCCC/C=C\C/C=C\C/C=C\C/C=C\CCCC(=O)O (C20:4), polyunsaturated fatty acid. Yield: 26.6%. RXN SMILES: O=[CH:2][C@@H:3]([C@H:5]([C@@H:7]([C@@H:9]([CH2:11][OH:12])O)O)O)O.[CH3:13][CH2:14][CH2:15][CH2:16][CH2:17][CH2:18][CH2:19][CH2:20][CH2:21][CH2:22][CH2:23][C:24](O)=[O:25].[CH3:27][CH2:28][CH2:29][CH2:30][CH2:31][CH2:32][CH2:33][CH2:34][CH2:35][CH2:36][CH2:37][CH2:38]CC(O)=[O:41].[CH3:43][CH2:44][CH2:45][CH2:46][CH2:47][CH2:48][CH2:49][CH2:50][CH2:51][CH2:52][CH2:53][CH2:54][CH2:55][CH2:56]C(O)=O.CCCCCCCCCCCCCCCC(O)=[O:76].CCCCCCCCCCCCCCCCC(O)=O.CCCCCCCCCCCCCCCCCC(O)=O.CCCCCCCCCCCCCCCCCCCC(O)=O>>[CH3:24][CH2:23][CH2:22][CH2:21][CH2:20][CH2:19][CH2:18][CH2:17]/[CH:16]=[CH:15]\[CH2:14][CH2:13][CH2:2][CH2:3][CH2:5][CH2:7][CH2:9][C:11]([OH:12])=[O:41].[CH3:38][CH2:37][CH2:36][CH2:35][CH2:34]/[CH:33]=[CH:32]\[CH2:31]/[CH:30]=[CH:29]\[CH2:28][CH2:27][CH2:2][CH2:3][CH2:5][CH2:7][CH2:9][C:11]([OH:12])=[O:25].[CH3:56][CH2:55][CH2:54][CH2:53][CH2:52]/[CH:51]=[CH:50]\[CH2:49]/[CH:48]=[CH:47]\[CH2:46]/[CH:45]=[CH:44]\[CH2:43]/[CH:2]=[CH:3]\[CH2:5][CH2:7][CH2:9][C:11]([OH:12])=[O:76]. Procedure details: At the end of the six-week period, the second group of 5 rats was switched to a diet of menhaden fish oil (35% of total calories), protein (about 25% of total calories) and dextrose (remainder of total calories) for two weeks with vitamins and minerals continued as before. The menhaden fish oil was found by analysis to contain the following percentages of fatty acids (total fatty acid basis): 0.2% C12:0, 10.3% C14:0, 1.1% C15:0, 20.0% C16:0, 1.2% C17:0, 3.4% C18:0, 2.1% C20:0, 14.8% C16:1, 0.3% ... Procedure details: Under the conditions of example 1 D, 1.24 g of 3-{3-hydroxy-6-[2-(3-methoxycarbonylphenyl)-ethinyl]-2-pyridyl}-propionic acid methyl ester is reacted with 970 mg of (1E)-6-bromo-1-(4-methoxyphenyl)-1-hexene, worked up, and the crude product is chromatographed on silica gel with hexane/0-7.5% ethyl acetate. 1.1 g of 3-{6-[2-(3-methoxycarbonylphenyl)-ethyl]-3-[6-(4-methoxyphenyl)-(5E)-5-hexenyloxy]-2-pyridyl}-propionic acid methyl ester is obtained as colorless oil. As a reaction SMILES: [CH3:1][O:2][C:3](=[O:25])[CH2:4][CH2:5][C:6]1[C:11]([OH:12])=[CH:10][CH:9]=[C:8]([C:13]#[C:14][C:15]2[CH:20]=[CH:19][CH:18]=[C:17]([C:21]([O:23][CH3:24])=[O:22])[CH:16]=2)[N:7]=1.Br[CH2:27][CH2:28][CH2:29][CH2:30]/[CH:31]=[CH:32]/[C:33]1[CH:38]=[CH:37][C:36]([O:39][CH3:40])=[CH:35][CH:34]=1>>[CH3:1][O:2][C:3](=[O:25])[CH2:4][CH2:5][C:6]1[C:11]([O:12][CH2:27][CH2:28][CH2:29][CH2:30]/[CH:31]=[CH:32]/[C:33]2[CH:34]=[CH:35][C:36]([O:39][CH3:40])=[CH:37][CH:38]=2)=[CH:10][CH:9]=[C:8]([CH2:13][CH2:14][C:15]2[CH:20]=[CH:19][CH:18]=[C:17]([C:21]([O:23][CH3:24])=[O:22])[CH:16]=2)[N:7]=1. Reactants: COC(CCC1=NC(=CC=C1O)C#CC1=CC(=CC=C1)C(=O)OC)=O (3-{3-hydroxy-6-[2-(3-methoxycarbonylphenyl)-ethinyl]-2-pyridyl}-propionic acid methyl ester), BrCCCC/C=C/C1=CC=C(C=C1)OC ((1E)-6-bromo-1-(4-methoxyphenyl)-1-hexene). The yield is 57.4%. The product is COC(CCC1=NC(=CC=C1OCCCC\C=C\C1=CC=C(C=C1)OC)CCC1=CC(=CC=C1)C(=O)OC)=O (3-{6-[2-(3-methoxycarbonylphenyl)-ethyl]-3-[6-(4-methoxyphenyl)-(5E)-5-hexenyloxy]-2-pyridyl}-propionic acid methyl ester). Reactants: C1(=CC=CC=C1)SCCCCCNC1=C(C=NC2=CC=CC=C12)N (N4-[5-(phenylthio)pentyl]quinoline-3,4-diamine), C(OCC)(OCC)OCC (triethyl orthoformate), Cl.N1=CC=CC=C1 (pyridine hydrochloride). Yields the product C1(=CC=CC=C1)SCCCCCN1C=NC=2C=NC=3C=CC=CC3C21 (1-[5-(phenylthio)pentyl]-1H-imidazo[4,5-c]quinoline). RXN SMILES: [C:1]1([S:7][CH2:8][CH2:9][CH2:10][CH2:11][CH2:12][NH:13][C:14]2[C:23]3[C:18](=[CH:19][CH:20]=[CH:21][CH:22]=3)[N:17]=[CH:16][C:15]=2[NH2:24])[CH:6]=[CH:5][CH:4]=[CH:3][CH:2]=1.[CH:25](OCC)(OCC)OCC.Cl.N1C=CC=CC=1>>[C:1]1([S:7][CH2:8][CH2:9][CH2:10][CH2:11][CH2:12][N:13]2[C:14]3[C:23]4[CH:22]=[CH:21][CH:20]=[CH:19][C:18]=4[N:17]=[CH:16][C:15]=3[N:24]=[CH:25]2)[CH:2]=[CH:3][CH:4]=[CH:5][CH:6]=1 |f:2.3|. Procedure details: Using the general method of Example 1 Part D, N4-[5-(phenylthio)pentyl]quinoline-3,4-diamine (5.1 g, 15.1 mmol) was cyclized using triethyl orthoformate (2.46 g, 16.6 mmol) in the presence of a catalytic amount of pyridine hydrochloride to provide 1-[5-(phenylthio)pentyl]-1H-imidazo[4,5-c]quinoline as a yellow solid. Reactants: CI, CN(C)C=O, OC(Cn1cncn1)(c1ccc(F)cc1F)C(F)(F)SC1CC1, [H-], [Na+], O. RXN SMILES: [CH3:26][I:27].[CH3:29][N:30]([CH3:31])[CH:32]=[O:33].[CH:3]1([S:6][C:7]([C:8]([CH2:9][n:10]2[n:11][cH:12][n:13][cH:14]2)([OH:15])[c:16]2[c:17]([F:23])[cH:18][c:19]([F:22])[cH:20][cH:21]2)([F:24])[F:25])[CH2:4][CH2:5]1.[H-:1].[Na+:2].[OH2:28]>>[CH:3]1([S:6][C:7]([C:8]([CH2:9][n:10]2[n:11][cH:12][n:13][cH:14]2)([O:15][CH3:26])[c:16]2[c:17]([F:23])[cH:18][c:19]([F:22])[cH:20][cH:21]2)([F:24])[F:25])[CH2:4][CH2:5]1. Product: COC(Cn1cncn1)(c1ccc(F)cc1F)C(F)(F)SC1CC1. Starting materials: CC(C)(C)[Si](C)(C)Cl, CCc1nc2c(C(O)CO)cccc2cc1C, ClCCl, O, c1c[nH]cn1. The product is CCc1nc2c(C(O)CO[Si](C)(C)C(C)(C)C)cccc2cc1C. Reaction SMILES: [C:26]([CH3:27])([CH3:28])([CH3:29])[Si:30]([Cl:31])([CH3:32])[CH3:33].[CH2:1]([CH3:2])[c:3]1[n:4][c:5]2[c:6]([CH:14]([CH2:15][OH:16])[OH:17])[cH:7][cH:8][cH:9][c:10]2[cH:11][c:12]1[CH3:13].[Cl:18][CH2:19][Cl:20].[OH2:34].[nH:21]1[cH:22][cH:23][n:24][cH:25]1>>[CH2:1]([CH3:2])[c:3]1[n:4][c:5]2[c:6]([CH:14]([CH2:15][O:16][Si:30]([C:26]([CH3:27])([CH3:28])[CH3:29])([CH3:32])[CH3:33])[OH:17])[cH:7][cH:8][cH:9][c:10]2[cH:11][c:12]1[CH3:13]. Reactants: COC(=O)C1CC1c1ccc(-c2cccc(-c3cc(C(C)(C)S(C)(=O)=O)cc4cccnc34)c2)cc1, CCOCC. Yields the product CC(C)(c1cc(-c2cccc(-c3ccc(C4CC4C(=O)O)cc3)c2)c2ncccc2c1)S(C)(=O)=O. RXN SMILES: [CH3:1][O:2][C:3](=[O:4])[CH:5]1[CH:6]([c:8]2[cH:9][cH:10][c:11](-[c:14]3[cH:15][c:16](-[c:20]4[cH:21][c:22]([C:30]([CH3:31])([CH3:32])[S:33](=[O:34])(=[O:35])[CH3:36])[cH:23][c:24]5[cH:25][cH:26][cH:27][n:28][c:29]45)[cH:17][cH:18][cH:19]3)[cH:12][cH:13]2)[CH2:7]1.[CH3:37][CH2:38][O:39][CH2:40][CH3:41]>>[O:2]=[C:3]([OH:4])[CH:5]1[CH:6]([c:8]2[cH:9][cH:10][c:11](-[c:14]3[cH:15][c:16](-[c:20]4[cH:21][c:22]([C:30]([CH3:31])([CH3:32])[S:33](=[O:34])(=[O:35])[CH3:36])[cH:23][c:24]5[cH:25][cH:26][cH:27][n:28][c:29]45)[cH:17][cH:18][cH:19]3)[cH:12][cH:13]2)[CH2:7]1. Reactants: COc1cc(C(C)C)c2c(c1)S(=O)(=O)N(CBr)C2=O, Oc1cc(C(F)(F)F)nn1-c1ccc(Cl)cn1, [F-], [K+], CN(C)C=O. Yields the product COc1cc(C(C)C)c2c(c1)S(=O)(=O)N(COc1cc(C(F)(F)F)nn1-c1ccc(Cl)cn1)C2=O. Reaction SMILES: [Br:20][CH2:21][N:22]1[S:23](=[O:37])(=[O:38])[c:24]2[c:25]([c:28]([CH:34]([CH3:35])[CH3:36])[cH:29][c:30]([O:32][CH3:33])[cH:31]2)[C:26]1=[O:27].[Cl:1][c:2]1[cH:3][cH:4][c:5](-[n:8]2[n:9][c:10]([C:14]([F:15])([F:16])[F:17])[cH:11][c:12]2[OH:13])[n:6][cH:7]1.[F-:18].[K+:19].[O:39]=[CH:40][N:41]([CH3:42])[CH3:43]>>[Cl:1][c:2]1[cH:3][cH:4][c:5](-[n:8]2[n:9][c:10]([C:14]([F:15])([F:16])[F:17])[cH:11][c:12]2[O:13][CH2:21][N:22]2[S:23](=[O:37])(=[O:38])[c:24]3[c:25]([c:28]([CH:34]([CH3:35])[CH3:36])[cH:29][c:30]([O:32][CH3:33])[cH:31]3)[C:26]2=[O:27])[n:6][cH:7]1.